This data is from the Open Reaction Database (ORD), a public repository of structured organic reaction records. The task is: describe an organic reaction: reactants, conditions, products, and yield The reactants are CI, [H-], [Na+], CN(C)C=O, O=C(O)c1cc2ccccc2cc1O. Product: COc1cc2ccccc2cc1C(=O)O. RXN SMILES: [CH3:17][I:18].[H-:15].[Na+:16].[O:19]=[CH:20][N:21]([CH3:22])[CH3:23].[OH:1][c:2]1[cH:3][c:4]2[cH:5][cH:6][cH:7][cH:8][c:9]2[cH:10][c:11]1[C:12](=[O:13])[OH:14]>>[O:1]([c:2]1[cH:3][c:4]2[cH:5][cH:6][cH:7][cH:8][c:9]2[cH:10][c:11]1[C:12](=[O:13])[OH:14])[CH3:17]. Starting materials: O (water), ClC1=C(C=C(C=C1)O)C(F)(F)F (4-Chloro-3-trifluoromethylphenol), ClC1=NC=NC(=C1)Cl (4,6-dichloropyrimidine), C([O-])([O-])=O.[K+].[K+] (potassium carbonate). Run in CS(=O)C (dimethylsulphoxide). Yields the product ClC1=C(C=C(OC2=NC=NC(=C2)OC2=CC(=C(C=C2)Cl)C(F)(F)F)C=C1)C(F)(F)F (4,6-bis(4-chloro-3-tri-fluoromethylphenoxy)pyrimidine). Reaction SMILES: [Cl:1][C:2]1[CH:7]=[CH:6][C:5]([OH:8])=[CH:4][C:3]=1[C:9]([F:12])([F:11])[F:10].Cl[C:14]1[CH:19]=[C:18](Cl)[N:17]=[CH:16][N:15]=1.[C:21](=[O:24])([O-])[O-].[K+].[K+].O>CS(C)=O>[Cl:1][C:2]1[CH:7]=[CH:6][C:5]([O:8][C:14]2[CH:19]=[C:18]([O:24][C:21]3[CH:6]=[CH:7][C:2]([Cl:1])=[C:3]([C:9]([F:12])([F:11])[F:10])[CH:4]=3)[N:17]=[CH:16][N:15]=2)=[CH:4][C:3]=1[C:9]([F:10])([F:11])[F:12] |f:2.3.4|. Procedure: 4-Chloro-3-trifluoromethylphenol (10.0 g, 0.051 mol) and 4,6-dichloropyrimidine (3.7 g, 0.025 mol) were heated to 60° C. in dimethylsulphoxide (75 ml) with potassium carbonate (10 g) under nitrogen for 12 hours. The mixture was then poured into water and the product extracted into diethyl ether. The organic layer was dried using Na2 SO4, filtered and concentrated. The product, 4,6-bis(4-chloro-3-tri-fluoromethylphenoxy)pyrimidine, was obtained by column chromatography (eluting with 5:1, hexane:e... Reactants: CC1(C)CC(c2ccccc2Br)Nc2ccc(Cl)cc21, O=C([O-])[O-], CS(C)=O, [Cu]I, [K+], [K+], CC(C)(N)C(=O)O. The product is CC(C)(Nc1ccccc1C1CC(C)(C)c2cc(Cl)ccc2N1)C(=O)O. As a reaction SMILES: [Br:1][c:2]1[c:3]([CH:8]2[NH:9][c:10]3[cH:11][cH:12][c:13]([Cl:20])[cH:14][c:15]3[C:16]([CH3:18])([CH3:19])[CH2:17]2)[cH:4][cH:5][cH:6][cH:7]1.[C:28](=[O:29])([O-:30])[O-:31].[CH3:34][S:35](=[O:36])[CH3:37].[Cu:38][I:39].[K+:32].[K+:33].[NH2:21][C:22]([C:23](=[O:24])[OH:25])([CH3:26])[CH3:27]>>[c:2]1([NH:21][C:22]([C:23](=[O:24])[OH:25])([CH3:26])[CH3:27])[c:3]([CH:8]2[NH:9][c:10]3[cH:11][cH:12][c:13]([Cl:20])[cH:14][c:15]3[C:16]([CH3:18])([CH3:19])[CH2:17]2)[cH:4][cH:5][cH:6][cH:7]1. Reactants: C(C)(C)(C)NC1=CC=CC=C1 (N-(tert-butyl)-N-phenylamine), C(=O)OC(C)=O (acetic formic anhydride), [OH-].[Na+] (NaOH). Run in C1CCOC1 (THF). The product is C(C)(C)(C)N(C=O)C1=CC=CC=C1 (N-(tert-butyl)-N-phenylformamide). The yield is 74.2%. Reaction SMILES: [C:1]([NH:5][C:6]1[CH:11]=[CH:10][CH:9]=[CH:8][CH:7]=1)([CH3:4])([CH3:3])[CH3:2].[CH:12](OC(=O)C)=[O:13].[OH-].[Na+]>C1COCC1>[C:1]([N:5]([C:6]1[CH:11]=[CH:10][CH:9]=[CH:8][CH:7]=1)[CH:12]=[O:13])([CH3:4])([CH3:2])[CH3:3] |f:2.3|. Procedure details: A solution of 1a (1.2212 g, 8.18 mmol) and acetic formic anhydride (1.2 mL, 15 mmol) in THF (10 mL) was stirred for 7 h at room temperature. To the reaction solution was added an aqueous NaOH solution (1.0 M, 20 mL) The organic phase was extracted with Et2O (30 mL×2) and was chromatographed (4:1 hexanes/EtOAc) to give 2a (1:1 mixture of isomers, 1.076 g, 74.2%) as a white solid. 1H NMR (300 MHz, CDCl3) δ 8.72 (s, 0.5H), 8.16 (s, 0.5H), 7.51-7.29 (m, 3H), 7.19-6.99 (m, 2H), 1.40 (s, 9H); 13C NMR ... Reactants: Cc1ccccc1, CC(C)(C)OC(=O)NCCOCCNc1c([N+](=O)[O-])cnc2ccccc12. Yields the product CC(C)(C)OC(=O)NCCOCCNc1c(N)cnc2ccccc12. Reaction SMILES: [CH3:28][c:29]1[cH:30][cH:31][cH:32][cH:33][cH:34]1.[N+:1]([O-:2])(=[O:3])[c:4]1[cH:5][n:6][c:7]2[cH:8][cH:9][cH:10][cH:11][c:12]2[c:13]1[NH:14][CH2:15][CH2:16][O:17][CH2:18][CH2:19][NH:20][C:21]([O:22][C:23]([CH3:24])([CH3:25])[CH3:26])=[O:27]>>[NH2:1][c:4]1[cH:5][n:6][c:7]2[cH:8][cH:9][cH:10][cH:11][c:12]2[c:13]1[NH:14][CH2:15][CH2:16][O:17][CH2:18][CH2:19][NH:20][C:21]([O:22][C:23]([CH3:24])([CH3:25])[CH3:26])=[O:27].